From a dataset of the Open Reaction Database (ORD), a public repository of structured organic reaction records. describe an organic reaction: reactants, conditions, products, and yield Reactants: NC1=NC=CC=C1C (2-amino-3-methylpyridine), C(C)OC=C(C(=O)OCC)C#N (ethyl ethoxymethylenecyanoacetate). The solvent is C1(=CC=CC=C1)C (toluene). Product: C(#N)C(C(=O)OCC)=CNC1=NC=CC=C1C (Ethyl 2-Cyano-3-(3-methyl-2-pyridylamino)acrylate). As a reaction SMILES: [NH2:1][C:2]1[C:7]([CH3:8])=[CH:6][CH:5]=[CH:4][N:3]=1.C(O[CH:12]=[C:13]([C:19]#[N:20])[C:14]([O:16][CH2:17][CH3:18])=[O:15])C>C1(C)C=CC=CC=1>[C:19]([C:13](=[CH:12][NH:1][C:2]1[C:7]([CH3:8])=[CH:6][CH:5]=[CH:4][N:3]=1)[C:14]([O:16][CH2:17][CH3:18])=[O:15])#[N:20]. Procedure details: A solution of 2-amino-3-methylpyridine (5.0 g., 0.0462 mole) and ethyl ethoxymethylenecyanoacetate (7.82 g., 0.0462 mole) in toluene (4 ml.) was heated for 15 minutes by means of an oil bath maintained at 100°. The solution was cooled and the title compound (9.1 g., 85%) collected by filtration. The product, m.p. 139°-143°, was recrystallized from 2-propanol to give an analytical sample, m.p. 144°-146°. The reactants are Cc1cc(C(=O)Cl)no1, CCOC(C)=O, [Cl-], ClCCl, COC(=O)C1CCN(c2ccc(C=O)cc2N)CC1, c1ccncc1. Product: COC(=O)C1CCN(c2ccc(C=O)cc2NC(=O)c2cc(C)on2)CC1. Reaction SMILES: [CH3:26][c:27]1[cH:28][c:29]([C:32](=[O:33])[Cl:34])[n:30][o:31]1.[CH3:39][CH2:40][O:41][C:42]([CH3:43])=[O:44].[Cl-:35].[Cl:36][CH2:37][Cl:38].[NH2:1][c:2]1[c:3]([N:10]2[CH2:11][CH2:12][CH:13]([C:16](=[O:17])[O:18][CH3:19])[CH2:14][CH2:15]2)[cH:4][cH:5][c:6]([CH:8]=[O:9])[cH:7]1.[cH:20]1[cH:21][cH:22][n:23][cH:24][cH:25]1>>[NH:1]([c:2]1[c:3]([N:10]2[CH2:11][CH2:12][CH:13]([C:16](=[O:17])[O:18][CH3:19])[CH2:14][CH2:15]2)[cH:4][cH:5][c:6]([CH:8]=[O:9])[cH:7]1)[C:32]([c:29]1[cH:28][c:27]([CH3:26])[o:31][n:30]1)=[O:33]. Reactants: COC=1C=C(CC2N(CCC3=CC(=C(C=C23)O)OC)CC(=O)NC2CCC3=CC=CC=C23)C=CC1OC (2-[1-(3,4-dimethoxy-benzyl)-7-hydroxy-6-methoxy-3,4-dihydro-1H-isoquinolin-2-yl]-N-(indan-1-yl)-acetamide), BrCC(F)F (1-bromo-2,2-difluoro-ethane). The product is COC=1C=C(CC2N(CCC3=CC(=C(C=C23)OCC(F)F)OC)CC(=O)NC2CCC3=CC=CC=C23)C=CC1OC (2-[1-(3,4-dimethoxy-benzyl)-7-(2,2-difluoro-ethoxy)-6-methoxy-3,4-dihydro-1H-isoquinolin-2-yl]-N-(indan-1-yl)-acetamide). As a reaction SMILES: [CH3:1][O:2][C:3]1[CH:4]=[C:5]([CH:33]=[CH:34][C:35]=1[O:36][CH3:37])[CH2:6][CH:7]1[C:16]2[C:11](=[CH:12][C:13]([O:18][CH3:19])=[C:14]([OH:17])[CH:15]=2)[CH2:10][CH2:9][N:8]1[CH2:20][C:21]([NH:23][CH:24]1[C:32]2[C:27](=[CH:28][CH:29]=[CH:30][CH:31]=2)[CH2:26][CH2:25]1)=[O:22].Br[CH2:39][CH:40]([F:42])[F:41]>>[CH3:1][O:2][C:3]1[CH:4]=[C:5]([CH:33]=[CH:34][C:35]=1[O:36][CH3:37])[CH2:6][CH:7]1[C:16]2[C:11](=[CH:12][C:13]([O:18][CH3:19])=[C:14]([O:17][CH2:39][CH:40]([F:42])[F:41])[CH:15]=2)[CH2:10][CH2:9][N:8]1[CH2:20][C:21]([NH:23][CH:24]1[C:32]2[C:27](=[CH:28][CH:29]=[CH:30][CH:31]=2)[CH2:26][CH2:25]1)=[O:22]. Procedure: prepared by reaction of 2-[1-(3,4-dimethoxy-benzyl)-7-hydroxy-6-methoxy-3,4-dihydro-1H-isoquinolin-2-yl]-N-(indan-1-yl)-acetamide with 1-bromo-2,2-difluoro-ethane Starting materials: C(#N)C1=CC=C(C=C1)S(=O)(=O)Cl (4-cyanobenzene sulphonyl chloride), O1CCN(CC1)CCN (2-morpholinoethylamine). Run in CC(=O)C (acetone), CC(=O)C (acetone). Yields the product C(#N)C1=CC=C(C=C1)S(=O)(=O)NCCN1CCOCC1 (4-cyano-N-2-morpholinoethyl-benzenesulphonamide). As a reaction SMILES: [C:1]([C:3]1[CH:8]=[CH:7][C:6]([S:9](Cl)(=[O:11])=[O:10])=[CH:5][CH:4]=1)#[N:2].[O:13]1[CH2:18][CH2:17][N:16]([CH2:19][CH2:20][NH2:21])[CH2:15][CH2:14]1>CC(C)=O>[C:1]([C:3]1[CH:8]=[CH:7][C:6]([S:9]([NH:21][CH2:20][CH2:19][N:16]2[CH2:17][CH2:18][O:13][CH2:14][CH2:15]2)(=[O:11])=[O:10])=[CH:5][CH:4]=1)#[N:2]. Procedure details: A mixture of 4-cyanobenzene sulphonyl chloride (5.15 g) in acetone (70 ml) was stirred at ambient temperature and then a solution of 2-morpholinoethylamine (6.7 ml) in acetone (15 ml) was added dropwise with stirring. The mixture was stirred at ambient temperature for 2 hours and then the acetone was removed by evaporation and the residue was eluted through a silica pad using ethyl acetate to give 4-cyano-N-2-morpholinoethyl-benzenesulphonamide. Reactants: C(C)(=O)OCC (Ethyl acetate), C(CCC)C=1N=C(NC(C1CC1=CC=C(C=C1)C=1C(=CC=CC1)C#N)=O)C (4′-[(4-butyl-2-methyl-6-oxo-1,6-dihydropyrimidin-5-yl)methyl]biphenyl-2-carbonitrile), IC (iodomethane), [H-].[Na+] (sodium hydride). Run in O (water), CN(C=O)C (N,N-dimethylformamide). Reaction conditions: time 15 hour. The product is C(CCC)C=1N=C(N(C(C1CC1=CC=C(C=C1)C=1C(=CC=CC1)C#N)=O)C)C (4′-[(4-butyl-1,2-dimethyl-6-oxo-1,6-dihydropyrimidin-5-yl)methyl]biphenyl-2-carbonitrile). As a reaction SMILES: [CH2:1]([C:5]1[N:6]=[C:7]([CH3:27])[NH:8][C:9](=[O:26])[C:10]=1[CH2:11][C:12]1[CH:17]=[CH:16][C:15]([C:18]2[C:19]([C:24]#[N:25])=[CH:20][CH:21]=[CH:22][CH:23]=2)=[CH:14][CH:13]=1)[CH2:2][CH2:3][CH3:4].IC.[H-].[Na+].[C:32](OCC)(=O)C>CN(C)C=O.O>[CH2:1]([C:5]1[N:6]=[C:7]([CH3:27])[N:8]([CH3:32])[C:9](=[O:26])[C:10]=1[CH2:11][C:12]1[CH:17]=[CH:16][C:15]([C:18]2[C:19]([C:24]#[N:25])=[CH:20][CH:21]=[CH:22][CH:23]=2)=[CH:14][CH:13]=1)[CH2:2][CH2:3][CH3:4] |f:2.3|. Reported procedure: To a solution of 4′-[(4-butyl-2-methyl-6-oxo-1,6-dihydropyrimidin-5-yl)methyl]biphenyl-2-carbonitrile (1.00 g) and iodomethane (0.87 mL) in N,N-dimethylformamide (10 mL) was added 60% sodium hydride (0.17 g), and the mixture was stirred at room temperature for 15 hr. Ethyl acetate and water were added to the reaction mixture, and the mixture was extracted with ethyl acetate. The organic layer was washed with saturated brine and dried over anhydrous magnesium sulfate. The solvent was evaporated a...